From a dataset of the Open Reaction Database (ORD), a public repository of structured organic reaction records. describe an organic reaction: reactants, conditions, products, and yield Reactants: CS(=O)(=O)CCc1cccc(I)c1, O=C[O-], [Na+], CN(C)C=O, O. Product: CS(=O)(=O)CCc1cccc(C=O)c1. As a reaction SMILES: [CH3:1][S:2](=[O:3])(=[O:4])[CH2:5][CH2:6][c:7]1[cH:8][c:9]([I:13])[cH:10][cH:11][cH:12]1.[CH:19]([O-:20])=[O:21].[Na+:22].[O:14]=[CH:15][N:16]([CH3:17])[CH3:18].[OH2:23]>>[CH3:1][S:2](=[O:3])(=[O:4])[CH2:5][CH2:6][c:7]1[cH:8][c:9]([CH:15]=[O:14])[cH:10][cH:11][cH:12]1. Reactants: O1CCN(CC1)CCOC(=O)C1C(N(C2=C(C(=N1)C1=CC=CC=C1)C=C(C=C2)Cl)C)=O (7-chloro-2,3-dihydro-1methyl-2-oxo-5-phenyl-1H-1,4-benzodiazepine-3-carboxylic acid 2-morpholinoethyl ester), O (water), CN(C=O)C (dimethylformamide), [H-].[Na+] (sodium hydride), ice water. The solvent is C(C)#N (acetonitrile). Conditions: time 30 minute. Yields the product Cl.O1CCN(CC1)CCOC(=O)C=1NC(=C2C=C(C=CC12)Cl)C1=CC=CC=C1 (5-chloro-3-phenylisoindole-1-carboxylic acid 2-morpholinoethyl ester hydrochloride). As a reaction SMILES: [O:1]1[CH2:6][CH2:5][N:4]([CH2:7][CH2:8][O:9][C:10]([CH:12]2[N:18]=[C:17]([C:19]3[CH:24]=[CH:23][CH:22]=[CH:21][CH:20]=3)[C:16]3[CH:25]=[C:26]([Cl:29])[CH:27]=[CH:28][C:15]=3N(C)C2=O)=[O:11])[CH2:3][CH2:2]1.CN(C)C=O.[H-].[Na+].O>C(#N)C>[ClH:29].[O:1]1[CH2:2][CH2:3][N:4]([CH2:7][CH2:8][O:9][C:10]([C:12]2[NH:18][C:17]([C:19]3[CH:24]=[CH:23][CH:22]=[CH:21][CH:20]=3)=[C:16]3[C:15]=2[CH:28]=[CH:27][C:26]([Cl:29])=[CH:25]3)=[O:11])[CH2:5][CH2:6]1 |f:2.3,6.7|. Procedure details: A solution of 19.7 g. of 7-chloro-2,3-dihydro-1methyl-2-oxo-5-phenyl-1H-1,4-benzodiazepine-3-carboxylic acid 2-morpholinoethyl ester in 200 ml. of dimethylformamide is treated under an atmosphere of argon at 0° C. with 0.10 mol of sodium hydride (4.4 g. of a 55% dispersion in mineral oil) and the mixture is stirred at room temperature for 30 minutes. The mixture is then warmed to 100° C. over a period of about 30 minutes and then stirred at this temperature for 1 hour. After cooling, 12 ml. of w... The solvent is CC(=O)N(C)C (DMA), O (water). Reaction conditions: temperature 160 celsius. Procedure details: Methyl 3-hydroxy-5-[(3S)-tetrahydrofuran-3-yloxy]benzoate (875 mg, 3.68 mmol), 2-(azetidin-1-ylcarbonyl)-5-bromopyridine (1.06 g, 4.41 mmol), caesium carbonate (3.59 g, 11.03 mmol), and bromotris(triphenylphosphine)copper (0.69 g, 0.735 mmol) were added together in DMA (16 mL) and heated in a microwave reactor at 160° C. for 9 hours. The mixture was taken up in water (25 mL) and washed with ethyl acetate (2×20 mL). The aqueous layer was acidified with 1N hydrochloric acid (30 mL) and extracted w... Yields the product N1(CCC1)C(=O)C1=CC=C(C=N1)OC=1C=C(C(=O)O)C=C(C1)O[C@@H]1COCC1 (3-{[6-(Azetidin-1-ylcarbonyl)pyridin-3-yl]oxy}-5-[(3S)-tetrahydrofuran-3-yloxy]benzoic acid). Starting materials: OC=1C=C(C(=O)OC)C=C(C1)O[C@@H]1COCC1 (Methyl 3-hydroxy-5-[(3S)-tetrahydrofuran-3-yloxy]benzoate), N1(CCC1)C(=O)C1=NC=C(C=C1)Br (2-(azetidin-1-ylcarbonyl)-5-bromopyridine), C([O-])([O-])=O.[Cs+].[Cs+] (caesium carbonate), bromotris(triphenylphosphine)copper. Reaction SMILES: [OH:1][C:2]1[CH:3]=[C:4]([CH:9]=[C:10]([O:12][C@H:13]2[CH2:17][CH2:16][O:15][CH2:14]2)[CH:11]=1)[C:5]([O:7]C)=[O:6].[N:18]1([C:22]([C:24]2[CH:29]=[CH:28][C:27](Br)=[CH:26][N:25]=2)=[O:23])[CH2:21][CH2:20][CH2:19]1.C(=O)([O-])[O-].[Cs+].[Cs+]>CC(N(C)C)=O.O>[N:18]1([C:22]([C:24]2[N:25]=[CH:26][C:27]([O:1][C:2]3[CH:3]=[C:4]([CH:9]=[C:10]([O:12][C@H:13]4[CH2:17][CH2:16][O:15][CH2:14]4)[CH:11]=3)[C:5]([OH:7])=[O:6])=[CH:28][CH:29]=2)=[O:23])[CH2:21][CH2:20][CH2:19]1 |f:2.3.4|. The yield is 58.0%. Starting materials: C(CC)C1=NC2=C(N1CC1=CC=C(C=C1)C=1C(=CC=CC1)C(=O)OC(C)(C)C)C=C(C=C2C)C=2N=CN(C2)CC2CCC2 (tert.butyl 4'-[(2-n-propyl-4-methyl-6-(1-cyclobutylmethyl-imidazol-4-yl)-benzimidazol-1-yl)-methyl]-biphenyl-2-carboxylate), FC(C(=O)O)(F)F (trifluoroacetic acid). Solvent: C(Cl)Cl (methylene chloride). The product is C(CC)C1=NC2=C(N1CC1=CC=C(C=C1)C=1C(=CC=CC1)C(=O)O)C=C(C=C2C)C=2N=CN(C2)CC2CCC2 (4'-[(2-n-Propyl-4-methyl-6-(1-cyclobutylmethyl-imidazol-4-yl)-benzimidazol-1-yl)-methyl]-biphenyl-2-carboxylic Acid). RXN SMILES: [CH2:1]([C:4]1[N:8]([CH2:9][C:10]2[CH:15]=[CH:14][C:13]([C:16]3[C:17]([C:22]([O:24]C(C)(C)C)=[O:23])=[CH:18][CH:19]=[CH:20][CH:21]=3)=[CH:12][CH:11]=2)[C:7]2[CH:29]=[C:30]([C:34]3[N:35]=[CH:36][N:37]([CH2:39][CH:40]4[CH2:43][CH2:42][CH2:41]4)[CH:38]=3)[CH:31]=[C:32]([CH3:33])[C:6]=2[N:5]=1)[CH2:2][CH3:3].FC(F)(F)C(O)=O>C(Cl)Cl>[CH2:1]([C:4]1[N:8]([CH2:9][C:10]2[CH:15]=[CH:14][C:13]([C:16]3[C:17]([C:22]([OH:24])=[O:23])=[CH:18][CH:19]=[CH:20][CH:21]=3)=[CH:12][CH:11]=2)[C:7]2[CH:29]=[C:30]([C:34]3[N:35]=[CH:36][N:37]([CH2:39][CH:40]4[CH2:41][CH2:42][CH2:43]4)[CH:38]=3)[CH:31]=[C:32]([CH3:33])[C:6]=2[N:5]=1)[CH2:2][CH3:3]. Procedure: Prepared analogously to Example 88 from tert.butyl 4'-[(2-n-propyl-4-methyl-6-(1-cyclobutylmethyl-imidazol-4-yl)-benzimidazol-1-yl)-methyl]-biphenyl-2-carboxylate and trifluoroacetic acid in methylene chloride.